Dataset: the Open Reaction Database (ORD), a public repository of structured organic reaction records. Task: describe an organic reaction: reactants, conditions, products, and yield The reactants are [H-].[Na+] (sodium hydride), C(C)(=O)NC=1C=2N(C=CC1)C=C(N2)C (8-acetylamino-2-methylimidazo[1,2-a]pyridine), ClC1=C(CBr)C(=CC=C1)Cl (2,6-dichlorobenzyl bromide). Solvent: O (Water). Reaction conditions: time 30 minute. Product: ClC1=C(C(=CC=C1)Cl)CN(C(C)=O)C=1C=2N(C=CC1)C=C(N2)C (8-[N-(2,6-dichlorophenyl)methyl-N-acetylamino]-2-methylimidazo[1,2-a]pyridine). Isolated yield 63.3%. Reaction SMILES: [H-].[Na+].[C:3]([NH:6][C:7]1[C:8]2[N:9]([CH:13]=[C:14]([CH3:16])[N:15]=2)[CH:10]=[CH:11][CH:12]=1)(=[O:5])[CH3:4].[Cl:17][C:18]1[CH:25]=[CH:24][CH:23]=[C:22]([Cl:26])[C:19]=1[CH2:20]Br>O>[Cl:17][C:18]1[CH:25]=[CH:24][CH:23]=[C:22]([Cl:26])[C:19]=1[CH2:20][N:6]([C:7]1[C:8]2[N:9]([CH:13]=[C:14]([CH3:16])[N:15]=2)[CH:10]=[CH:11][CH:12]=1)[C:3](=[O:5])[CH3:4] |f:0.1|. Procedure: To a suspension of sodium hydride (60% oil dispersion, 17 mg) was added 8-acetylamino-2-methylimidazo[1,2-a]pyridine (73 mg), and the mixture was stirred for 30 minutes, 2,6-dichlorobenzyl bromide (97 mg) was added thereto, and the mixture was stirred for 1 hour. Water was added thereto, and the mixture was extracted with methylene chloride three times. The combined organic layer was washed with water four times and brine, dried over magnesium sulfate, and concentrated in vacuo. The residue was ... The reactants are [PH2](=O)[O-].[Na+] (sodium hypophosphite), N1=CC=C(C=C1)/C=C/C1=NNC2=CC(=CC=C12)C#N ((E)-3-(2-(pyridin-4-yl)vinyl)-1H-indazole-6-carbonitrile), CN(C)C=O (DMF), CC(=O)O (HOAc). Reagents/catalysts: [Ni] (Raney-Nickel). The solvent is O (H2O), O (H2O), O (H2O), N1=CC=CC=C1 (pyridine). Conditions: temperature 0 celsius, time 10 minute. The product is N1=CC(=CC=C1)/C=C/C1=NNC2=CC(=CC=C12)C=O ((E)-3-(2-(pyridin-3-yl)vinyl)-1H-indazole-6-carbaldehyde). Yield: 50.0%. As a reaction SMILES: N1[CH:6]=[CH:5][C:4](/[CH:7]=[CH:8]/[C:9]2[C:17]3[C:12](=[CH:13][C:14]([C:18]#N)=[CH:15][CH:16]=3)[NH:11][N:10]=2)=[CH:3]C=1.CC(O)=O.[CH3:24][N:25](C=O)C.[PH2]([O-])=[O:30].[Na+]>N1C=CC=CC=1.O.[Ni]>[N:25]1[CH:24]=[CH:6][CH:5]=[C:4](/[CH:7]=[CH:8]/[C:9]2[C:17]3[C:12](=[CH:13][C:14]([CH:18]=[O:30])=[CH:15][CH:16]=3)[NH:11][N:10]=2)[CH:3]=1 |f:3.4|. Procedure details: To a suspension of (E)-3-(2-(pyridin-4-yl)vinyl)-1H-indazole-6-carbonitrile (984 mg, 3 mmol) in pyridine (30 mL) was added HOAc (8 mL), followed by DMF (30 mL). The resulting mixture was heated and sonicated to make a clear solution. After cooling to 0° C., a solution of sodium hypophosphite (1.408 g, 16 mmol) in H2O (8 mL) was added, followed by Raney-Nickel 2400 (slurry in H2O, 0.8 mL). The resulting mixture was heated at 60° C. (oil temp.) for 1 h before cooling to rt. H2O (50 mL) was added a...